Dataset: the Open Reaction Database (ORD), a public repository of structured organic reaction records. Task: describe an organic reaction: reactants, conditions, products, and yield Reactants: C(C)(=O)O (acetic acid), [H-].[Na+] (NaH), C1CCOC1 (THF), ClCC(CC(=O)OCC)=O (ethyl 4-chloroacetoacetate), C(C1=CC=CC=C1)O (benzyl alcohol), C(C1=CC=CC=C1)O (benzyl alcohol). The solvent is O (water). Run at temperature 10 celsius, time 20 hour. Yields the product C(C1=CC=CC=C1)OCC(CC(=O)OCC)=O (Ethyl 4-benzyloxy-3-oxobutanoate). As a reaction SMILES: [H-].[Na+].C1COCC1.Cl[CH2:9][C:10](=[O:17])[CH2:11][C:12]([O:14][CH2:15][CH3:16])=[O:13].C(O)(=O)C.[CH2:22]([OH:29])[C:23]1[CH:28]=[CH:27][CH:26]=[CH:25][CH:24]=1>O>[CH2:22]([O:29][CH2:9][C:10](=[O:17])[CH2:11][C:12]([O:14][CH2:15][CH3:16])=[O:13])[C:23]1[CH:28]=[CH:27][CH:26]=[CH:25][CH:24]=1 |f:0.1|. Reported procedure: 80 g of 60% NaH are added in portions to 800 ml of anhydrous THF. The medium is cooled to 10° C. and maintained at this temperature. 500 ml of benzyl alcohol are then introduced dropwise. A solution of 65.8 g of ethyl 4-chloroacetoacetate in 200 ml of benzyl alcohol is then added. The mixture is stirred at room temperature for 20 h. It is neutralized by the slow addition of acetic acid (120 ml) while being cooled with an ice bath. The whole is then poured into a mixture of water and ice and extr... Starting materials: CC(C)(C)O, C1CCOC1, CC=C(C)C, CCOC(C)=O, Cc1nc(C=O)c[nH]1, [O-][Cl+][O-], [Na+], O. Yields the product Cc1nc(C(=O)O)c[nH]1. Reaction SMILES: [C:18]([CH3:19])([CH3:20])([CH3:21])[OH:22].[CH2:24]1[O:25][CH2:26][CH2:27][CH2:28]1.[CH3:13][C:14](=[CH:15][CH3:16])[CH3:17].[CH3:29][CH2:30][O:31][C:32]([CH3:33])=[O:34].[CH:5](=[O:6])[c:7]1[n:8][c:9]([CH3:12])[nH:10][cH:11]1.[Cl+:1]([O-:2])[O-:3].[Na+:4].[OH2:23]>>[C:5](=[O:6])([c:7]1[n:8][c:9]([CH3:12])[nH:10][cH:11]1)[OH:22]. Reactants: CC1=C(C=C(C=C1)N)NC(=O)C, CN1C=C(N=C1)NC2=CC(=NC3=C(C=NN23)C#N)Cl. The reagents and catalysts are CC(C)(C)[O-].[Na+], CC(C)C1=CC(=C(C(=C1)C(C)C)C2=CC=CC=C2P(C3CCCCC3)C4CCCCC4)C(C)C, C1=CC=C(C=C1)/C=C/C(=O)/C=C/C2=CC=CC=C2.C1=CC=C(C=C1)/C=C/C(=O)/C=C/C2=CC=CC=C2.C1=CC=C(C=C1)/C=C/C(=O)/C=C/C2=CC=CC=C2.[Pd].[Pd]. Run in CC(=O)N(C)C. Run at temperature 100 celsius. The product is CC1=C(C=C(C=C1)NC2=NC3=C(C=NN3C(=C2)NC4=CN(C=N4)C)C#N)NC(=O)C. Isolated yield 12.8%. Procedure details: To a microwave vial containing N-(5-amino-2-methylphenyl)acetamide (0.096 g, 0.58 mmol), 5-chloro-7-(1-methyl-1H-imidazol-4-ylamino)pyrazolo[1,5-a]pyrimidine-3-carbonitrile (0.08 g, 0.29 mmol), sodium tert-butoxide (0.093 g, 0.96 mmol) and 2-Dicyclohexylphosphino-2',4',6'-tri-iso-propyl-1,1'-biphenyl (0.014 g, 0.03 mmol) was added DMA (1.8 ml). Vial was flushed with argon and to it was added Pd2(dba)3 (0.013 g, 0.01 mmol) and the reaction was heated in a MW reactor at 100 C for 50 min . Reaction... Reactants: BrCCCBr, CN(C)C=O, [Na+], [Na+], O=C([O-])[O-], O=[N+]([O-])c1ccccc1O. Yields the product O=[N+]([O-])c1ccccc1OCCCBr. RXN SMILES: [Br:17][CH2:18][CH2:19][CH2:20][Br:21].[CH3:22][N:23]([CH3:24])[CH:25]=[O:26].[Na+:11].[Na+:12].[O-:13][C:14](=[O:15])[O-:16].[OH:1][c:2]1[cH:3][cH:4][cH:5][cH:6][c:7]1[N+:8]([O-:9])=[O:10]>>[O:1]([c:2]1[cH:3][cH:4][cH:5][cH:6][c:7]1[N+:8]([O-:9])=[O:10])[CH2:20][CH2:19][CH2:18][Br:17]. Starting materials: CCO, CC(=O)O, FC(F)(CC(CC(CC(CCI)C(F)(F)F)C(F)(F)F)C(F)(F)F)CC(F)(F)CC(F)(C(F)(F)F)C(F)(F)F, [K+], N#C[S-]. Yields the product N#CSCCC(CC(CC(CC(F)(F)CC(F)(F)CC(F)(C(F)(F)F)C(F)(F)F)C(F)(F)F)C(F)(F)F)C(F)(F)F. As a reaction SMILES: [CH3:40][CH2:41][OH:42].[CH3:47][C:48](=[O:49])[OH:50].[F:1][C:2]([C:3]([CH2:4][C:5]([CH2:6][C:7]([CH2:8][CH:9]([CH2:10][CH:11]([CH2:12][CH:13]([CH2:14][CH2:15][I:16])[C:17]([F:18])([F:19])[F:20])[C:21]([F:22])([F:23])[F:24])[C:25]([F:26])([F:27])[F:28])([F:29])[F:30])([F:31])[F:32])([C:33]([F:34])([F:35])[F:36])[F:37])([F:38])[F:39].[K+:43].[S-:44][C:45]#[N:46]>>[F:1][C:2]([C:3]([CH2:4][C:5]([CH2:6][C:7]([CH2:8][CH:9]([CH2:10][CH:11]([CH2:12][CH:13]([CH2:14][CH2:15][S:44][C:45]#[N:46])[C:17]([F:18])([F:19])[F:20])[C:21]([F:22])([F:23])[F:24])[C:25]([F:26])([F:27])[F:28])([F:29])[F:30])([F:31])[F:32])([C:33]([F:34])([F:35])[F:36])[F:37])([F:38])[F:39]. Reactants: CCCCCCC(CC)OC(=O)c1ccc(OC(C)=O)cc1, CCO, ClC(Cl)Cl, NCc1ccccc1. Yields the product CCCCCCC(CC)OC(=O)c1ccc(O)cc1. Reaction SMILES: [C:1](=[O:2])([CH3:3])[O:4][c:5]1[cH:6][cH:7][c:8]([C:11](=[O:12])[O:13][CH:14]([CH2:15][CH2:16][CH2:17][CH2:18][CH2:19][CH3:20])[CH2:21][CH3:22])[cH:9][cH:10]1.[CH3:31][CH2:32][OH:33].[CH:34]([Cl:35])([Cl:36])[Cl:37].[NH2:23][CH2:24][c:25]1[cH:26][cH:27][cH:28][cH:29][cH:30]1>>[OH:4][c:5]1[cH:6][cH:7][c:8]([C:11](=[O:12])[O:13][CH:14]([CH2:15][CH2:16][CH2:17][CH2:18][CH2:19][CH3:20])[CH2:21][CH3:22])[cH:9][cH:10]1. The reactants are FC1=C(C=CC(=C1)B1OC(C(O1)(C)C)(C)C)C=1N=CC(=NC1)N (5-(2-fluoro-4-(4,4,5,5-tetramethyl-1,3,2-dioxaborolan-2-yl)phenyl)pyrazin-2-amine), BrC1=C(C=CC=C1)NS(=O)(=O)C1=CC=CC=C1 (N-(2-bromophenyl)benzenesulfonamide). The product is NC=1N=CC(=NC1)C1=C(C=C(C=C1)C1=C(C=CC=C1)NS(=O)(=O)C1=CC=CC=C1)F (N-[4′-(5-Aminopyrazin-2-yl)-3′-fluorobiphenyl-2-yl]benzenesulfonamide). As a reaction SMILES: [F:1][C:2]1[CH:7]=[C:6](B2OC(C)(C)C(C)(C)O2)[CH:5]=[CH:4][C:3]=1[C:17]1[N:18]=[CH:19][C:20]([NH2:23])=[N:21][CH:22]=1.Br[C:25]1[CH:30]=[CH:29][CH:28]=[CH:27][C:26]=1[NH:31][S:32]([C:35]1[CH:40]=[CH:39][CH:38]=[CH:37][CH:36]=1)(=[O:34])=[O:33]>>[NH2:23][C:20]1[N:21]=[CH:22][C:17]([C:3]2[CH:4]=[CH:5][C:6]([C:25]3[CH:30]=[CH:29][CH:28]=[CH:27][C:26]=3[NH:31][S:32]([C:35]3[CH:36]=[CH:37][CH:38]=[CH:39][CH:40]=3)(=[O:33])=[O:34])=[CH:7][C:2]=2[F:1])=[N:18][CH:19]=1. Procedure details: The title compound was prepared using analogous conditions to those described in Example 1 utilizing 5-(2-fluoro-4-(4,4,5,5-tetramethyl-1,3,2-dioxaborolan-2-yl)phenyl)pyrazin-2-amine and N-(2-bromophenyl)benzenesulfonamide. MS (ESI): mass calcd. for C22H17FN4O2S, 420.11; m/z found, 421.1 [M+H]+. 1H NMR (400 MHz, DMSO-d6) δ 9.73 (s, 1H), 8.38 (s, 1H), 8.04 (s, 1H), 7.85-7.75 (m, 1H), 7.59-7.46 (m, 5H), 7.29-7.10 (m, 6H), 6.71 (s, 2H). Reactants: [Br-], CC(C)(C)OC(=O)N1CCC(=O)CC1, [Cl-], Fc1cc([Mg+])ccc1Cl, [NH4+]. Yields the product CC(C)(C)OC(=O)N1CCC(O)(c2ccc(Cl)c(F)c2)CC1. As a reaction SMILES: [Br-:1].[C:11]([CH3:12])([CH3:13])([CH3:14])[O:15][C:16](=[O:17])[N:18]1[CH2:19][CH2:20][C:21](=[O:24])[CH2:22][CH2:23]1.[Cl-:25].[Cl:2][c:3]1[c:4]([F:10])[cH:5][c:6]([Mg+:9])[cH:7][cH:8]1.[NH4+:26]>>[Cl:2][c:3]1[c:4]([F:10])[cH:5][c:6]([C:21]2([OH:24])[CH2:20][CH2:19][N:18]([C:16]([O:15][C:11]([CH3:12])([CH3:13])[CH3:14])=[O:17])[CH2:23][CH2:22]2)[cH:7][cH:8]1.